Dataset: the Open Reaction Database (ORD), a public repository of structured organic reaction records. Task: describe an organic reaction: reactants, conditions, products, and yield Reactants: C(C=C)OC(CCC(=O)OCC=C)=O (diallylsuccinate), Karstedt's solution, CO[SiH](OC)OC (trimethoxysilane), CO[SiH](OC)OC (trimethoxysilane). Reagents/catalysts: [Pt] (Platinum). The product is CO[Si](OC)(OC)CCCOC(CCC(=O)OCCC[Si](OC)(OC)OC)=O (bis(trimethoxysilylpropyl)succinate). The yield is 84.0%. RXN SMILES: [CH2:1]([O:4][C:5](=[O:14])[CH2:6][CH2:7][C:8]([O:10][CH2:11][CH:12]=[CH2:13])=[O:9])[CH:2]=[CH2:3].[CH3:15][O:16][SiH:17]([O:20][CH3:21])[O:18][CH3:19]>[Pt]>[CH3:15][O:16][Si:17]([CH2:3][CH2:2][CH2:1][O:4][C:5](=[O:14])[CH2:6][CH2:7][C:8]([O:10][CH2:11][CH2:12][CH2:13][Si:17]([O:20][CH3:21])([O:18][CH3:19])[O:16][CH3:15])=[O:9])([O:20][CH3:21])[O:18][CH3:19]. Procedure: A 250 milliliter round-bottom flask was equipped with a reflux condenser, a stir bar, a nitrogen inlet, and charged with 100 grams diallylsuccinate (0.504 moles) and 30 parts per million Platinum (64.1 microliters (μl) of a 5% Karstedt's solution). The mixture was heated and stirred at 70° C. for 5 minutes after which time trimethoxysilane was slowly added (145 milliliters; 135 grams; 1.11 mol). The mixture was allowed to react for 24 hours after which time the excess trimethoxysilane was stripp... The reactants are OC1(CCN(CC1)C(=O)[C@@]1(C[C@@H](CC1)NC(OC(C)(C)C)=O)C(C)C)C1=CC=CC=C1 (tert-Butyl {(1R,3S)-3-[(4-hydroxy-4-phenylpiperidin-1-yl)carbonyl]-3-isopropyl-cyclopentyl}carbamate), crude product. Reagents/catalysts: CO (MeOH). Run in solution, Cl (HCl), CCOCC (ether). Conditions: time 3.5 hour. Product: N[C@H]1C[C@@](CC1)(C(C)C)C(=O)N1CCC(CC1)(O)C1=CC=CC=C1 (1-{[(1S,3R)-3-Amino-1-isopropylcyclopentyl]carbonyl}-4-phenylpiperidin-4-ol). RXN SMILES: [OH:1][C:2]1([C:26]2[CH:31]=[CH:30][CH:29]=[CH:28][CH:27]=2)[CH2:7][CH2:6][N:5]([C:8]([C@@:10]2([CH:23]([CH3:25])[CH3:24])[CH2:14][CH2:13][C@@H:12]([NH:15]C(=O)OC(C)(C)C)[CH2:11]2)=[O:9])[CH2:4][CH2:3]1>Cl.CCOCC.CO>[NH2:15][C@@H:12]1[CH2:13][CH2:14][C@@:10]([C:8]([N:5]2[CH2:4][CH2:3][C:2]([C:26]3[CH:31]=[CH:30][CH:29]=[CH:28][CH:27]=3)([OH:1])[CH2:7][CH2:6]2)=[O:9])([CH:23]([CH3:24])[CH3:25])[CH2:11]1. Reported procedure: tert-Butyl {(1R,3S)-3-[(4-hydroxy-4-phenylpiperidin-1-yl)carbonyl]-3-isopropyl-cyclopentyl}carbamate (0.30 g, 0.70 mmol) was dissolved in a 2.0 M solution of HCl in ether (10 mL). After being stirred for 3.5 h, a few drops of MeOH was added to get a clear solution. The mixture was concentrated to give an oil. The crude product was used in the next reaction without purification. MS calculated for C20H30N2O2: (M+H) 331; found 331.2. Reactants: FC1=C(C=CC(=C1)C#CC1=CC=C(C=C1)CCC)Br (2-fluoro-4-[2-(4-propylphenyl)ethynyl]bromobenzene), dichlorobistriphenylphosphine palladium, O (water), C[Si](C)(C)C#C (trimethylsilylacetylene). Reagents/catalysts: [Cu](I)I (copper iodide). Run in C(C)NCC (diethylamine), C(C)NCC (diethylamine). Product: FC1=C(C=CC(=C1)C#CC1=CC=C(C=C1)CCC)C#C[Si](C)(C)C (1-[2-fluoro-4-[2-(4-propylphenyl)ethynyl]phenyl]-2-trimethylsilylacetylene). The yield is 63.4%. As a reaction SMILES: [F:1][C:2]1[CH:7]=[C:6]([C:8]#[C:9][C:10]2[CH:15]=[CH:14][C:13]([CH2:16][CH2:17][CH3:18])=[CH:12][CH:11]=2)[CH:5]=[CH:4][C:3]=1Br.[CH3:20][Si:21]([C:24]#[CH:25])([CH3:23])[CH3:22].O>C(NCC)C.[Cu](I)I>[F:1][C:2]1[CH:7]=[C:6]([C:8]#[C:9][C:10]2[CH:15]=[CH:14][C:13]([CH2:16][CH2:17][CH3:18])=[CH:12][CH:11]=2)[CH:5]=[CH:4][C:3]=1[C:25]#[C:24][Si:21]([CH3:23])([CH3:22])[CH3:20]. Reported procedure: 33 mmol of 2-fluoro-4-[2-(4-propylphenyl)ethynyl]bromobenzene, 1.2 mmol of copper iodide and 1.2 mmol of dichlorobistriphenylphosphine palladium were dissolved in 100 ml of diethylamine and the solution was stirred under an argon stream. To the reaction solution were added dropwise 20 ml of a diethylamine solution of 50 mmol of trimethylsilylacetylene and the solution was stirred at room -temperature for 5 hours. After completion of the agitation, water was added to the reaction solution which w... Reactants: CCOC(=O)CC1(c2ccc(NC(=O)Cc3ccc4nc(Nc5ccccc5C)oc4c3)cc2)Cc2ccccc2C1, CCO, [Na+], [OH-]. The product is Cc1ccccc1Nc1nc2ccc(CC(=O)Nc3ccc(C4(CC(=O)O)Cc5ccccc5C4)cc3)cc2o1. RXN SMILES: [CH2:1]([CH3:2])[O:3][C:4]([CH2:5][C:6]1([c:15]2[cH:16][cH:17][c:18]([NH:21][C:22]([CH2:23][c:24]3[cH:25][c:26]4[c:27]([n:28][c:29]([NH:31][c:32]5[c:33]([CH3:38])[cH:34][cH:35][cH:36][cH:37]5)[o:30]4)[cH:39][cH:40]3)=[O:41])[cH:19][cH:20]2)[CH2:7][c:8]2[cH:9][cH:10][cH:11][cH:12][c:13]2[CH2:14]1)=[O:42].[CH3:45][CH2:46][OH:47].[Na+:44].[OH-:43]>>[O:3]=[C:4]([CH2:5][C:6]1([c:15]2[cH:16][cH:17][c:18]([NH:21][C:22]([CH2:23][c:24]3[cH:25][c:26]4[c:27]([n:28][c:29]([NH:31][c:32]5[c:33]([CH3:38])[cH:34][cH:35][cH:36][cH:37]5)[o:30]4)[cH:39][cH:40]3)=[O:41])[cH:19][cH:20]2)[CH2:7][c:8]2[cH:9][cH:10][cH:11][cH:12][c:13]2[CH2:14]1)[OH:42]. The reactants are CC(C)(C)OC(=O)Nc1ccc(-c2cccs2)cc1NC(=O)c1ccc(C2CCP(C)(=O)O2)cc1, ClCCl, [Na+], O=C([O-])O. Product: CP1(=O)CCC(c2ccc(C(=O)Nc3cc(-c4cccs4)ccc3N)cc2)O1. As a reaction SMILES: [CH3:1][P:2]1(=[O:35])[O:3][CH:4]([c:7]2[cH:8][cH:9][c:10]([C:13](=[O:14])[NH:15][c:16]3[c:17]([NH:27][C:28](=[O:29])[O:30][C:31]([CH3:32])([CH3:33])[CH3:34])[cH:18][cH:19][c:20](-[c:22]4[s:23][cH:24][cH:25][cH:26]4)[cH:21]3)[cH:11][cH:12]2)[CH2:5][CH2:6]1.[Cl:41][CH2:42][Cl:43].[Na+:40].[O-:36][C:37]([OH:38])=[O:39]>>[CH3:1][P:2]1(=[O:35])[O:3][CH:4]([c:7]2[cH:8][cH:9][c:10]([C:13](=[O:14])[NH:15][c:16]3[c:17]([NH2:27])[cH:18][cH:19][c:20](-[c:22]4[s:23][cH:24][cH:25][cH:26]4)[cH:21]3)[cH:11][cH:12]2)[CH2:5][CH2:6]1. Reactants: C(CCC)C1=CC=C(C=C1)C#CC1=CC=C(CNC2=CC3=C(OC(OC3=O)(C)C)C=C2)C=C1 (6-({4-[(4-butylphenyl)ethynyl]benzyl}amino)-2,2-dimethyl-4H-1,3-benzodioxin-4-one), C1(=CC=CC=C1)CCC=O (3-phenylpropionaldehyde), C(C)(=O)O[BH-](OC(C)=O)OC(C)=O.[Na+] (sodium triacetoxyborohydride). Run in ClCCCl (DCE). Run at time 24 hour. The product is C(CCC)C1=CC=C(C=C1)C#CC1=CC=C(CN(C2=CC3=C(OC(OC3=O)(C)C)C=C2)CCCC2=CC=CC=C2)C=C1 (6-[{4-[(4-butylphenyl)ethynyl]benzyl}(3-phenylpropyl)amino]-2,2-dimethyl-4H-1,3-benzodioxin-4-one). Yield: 77.5%. As a reaction SMILES: [CH2:1]([C:5]1[CH:10]=[CH:9][C:8]([C:11]#[C:12][C:13]2[CH:33]=[CH:32][C:16]([CH2:17][NH:18][C:19]3[CH:31]=[CH:30][C:22]4[O:23][C:24]([CH3:29])([CH3:28])[O:25][C:26](=[O:27])[C:21]=4[CH:20]=3)=[CH:15][CH:14]=2)=[CH:7][CH:6]=1)[CH2:2][CH2:3][CH3:4].[C:34]1([CH2:40][CH2:41][CH:42]=O)[CH:39]=[CH:38][CH:37]=[CH:36][CH:35]=1.C(O[BH-](OC(=O)C)OC(=O)C)(=O)C.[Na+]>ClCCCl>[CH2:1]([C:5]1[CH:6]=[CH:7][C:8]([C:11]#[C:12][C:13]2[CH:33]=[CH:32][C:16]([CH2:17][N:18]([CH2:42][CH2:41][CH2:40][C:34]3[CH:39]=[CH:38][CH:37]=[CH:36][CH:35]=3)[C:19]3[CH:31]=[CH:30][C:22]4[O:23][C:24]([CH3:29])([CH3:28])[O:25][C:26](=[O:27])[C:21]=4[CH:20]=3)=[CH:15][CH:14]=2)=[CH:9][CH:10]=1)[CH2:2][CH2:3][CH3:4] |f:2.3|. Procedure details: To a solution of 6-({4-[(4-butylphenyl)ethynyl]benzyl}amino)-2,2-dimethyl-4H-1,3-benzodioxin-4-one (150 mg, 0.34 mmol) in anhydrous DCE (3 mL) were added 3-phenylpropionaldehyde (Aldrich, 75 μL, 0.51 mmol) and sodium triacetoxyborohydride (110 mg, 0.51 mmol). The reaction mixture was stirred at rt for 24 hrs. The solvent was removed under reduced pressure. The residue was taken up with an aqueous solution of NaOH (2 mL) and extracted with Et2O (6 ml). The organic layer was dried over Na2SO4 and ... The reactants are CC1=NC=CN=C1Cl (2-methyl-3-chloropyrazine), ClN1C(N(C(N(C1=O)Cl)=O)Cl)=O (trichloroisocyanuric acid). Reagents/catalysts: C(C1=CC=CC=C1)(=O)N (benzamide). Run in C(Cl)(Cl)Cl (CHCl3). Yields the product ClCC1=NC=CN=C1Cl (2-Chloromethyl-3-chloropyrazine). Yield: 43.7%. Reaction SMILES: [CH3:1][C:2]1[C:7]([Cl:8])=[N:6][CH:5]=[CH:4][N:3]=1.[Cl:9]N1C(=O)N(Cl)C(=O)N(Cl)C1=O>C(Cl)(Cl)Cl.C(N)(=O)C1C=CC=CC=1>[Cl:9][CH2:1][C:2]1[C:7]([Cl:8])=[N:6][CH:5]=[CH:4][N:3]=1. Procedure details: Prepare the title compound using the chlorination procedure as essentially described by Jeromin, G. E.; et al., DE3519364, 1986, and Russell, M. G. N.; et al. J. Med. Chem. 2005, 48, 1367-1383. Dissolve 2-methyl-3-chloropyrazine (24.3 g, 189 mmol) in CHCl3 (100 mL). Add benzamide (100 mg, 0.8 mmol) and heat to reflux. At reflux, add solid trichloroisocyanuric acid (17.6 g, 75.6 mmol) and continue to reflux for 96 h. Cool and filter through 200 g silica gel, eluting with methylene chloride. Purif... Reactants: CCOC(=O)c1cc2cc(CC(C)=O)ccc2n1Cc1ccc([N+](=O)[O-])cc1, Cc1ccccc1, CCOC(C)=O, O, OCCO, Cc1ccc(S(=O)(=O)O)cc1. Yields the product CCOC(=O)c1cc2cc(CC3(C)OCCO3)ccc2n1Cc1ccc([N+](=O)[O-])cc1. RXN SMILES: [CH2:1]([CH3:2])[O:3][C:4](=[O:5])[c:6]1[n:7]([CH2:19][c:20]2[cH:21][cH:22][c:23]([N+:26](=[O:27])[O-:28])[cH:24][cH:25]2)[c:8]2[cH:9][cH:10][c:11]([CH2:15][C:16]([CH3:17])=[O:18])[cH:12][c:13]2[cH:14]1.[CH3:45][c:46]1[cH:47][cH:48][cH:49][cH:50][cH:51]1.[CH3:52][CH2:53][O:54][C:55](=[O:56])[CH3:57].[OH2:33].[OH:29][CH2:30][CH2:31][OH:32].[c:34]1([CH3:35])[cH:36][cH:37][c:38]([S:39]([OH:40])(=[O:41])=[O:42])[cH:43][cH:44]1>>[CH2:1]([CH3:2])[O:3][C:4](=[O:5])[c:6]1[n:7]([CH2:19][c:20]2[cH:21][cH:22][c:23]([N+:26](=[O:27])[O-:28])[cH:24][cH:25]2)[c:8]2[cH:9][cH:10][c:11]([CH2:15][C:16]3([CH3:17])[O:18][CH2:31][CH2:30][O:29]3)[cH:12][c:13]2[cH:14]1. Starting materials: CCOCC, C=CCCC(N=Cc1ccccc1)C(=O)OC, Cl, O. Product: C=CCCC(N)C(=O)OC. Reaction SMILES: [CH2:20]([O:21][CH2:22][CH3:23])[CH3:24].[CH3:1][O:2][C:3]([CH:4]([N:5]=[CH:6][c:7]1[cH:8][cH:9][cH:10][cH:11][cH:12]1)[CH2:13][CH2:14][CH:15]=[CH2:16])=[O:17].[ClH:18].[OH2:19]>>[CH3:1][O:2][C:3]([CH:4]([NH2:5])[CH2:13][CH2:14][CH:15]=[CH2:16])=[O:17]. Reactants: C1(=CC(=CC=C1)C1=NSC(O1)=O)C (5-m-Tolyl-1,3,4-oxathiazol-2-one), C(#CC(=O)OC)C(=O)OC (dimethyl acetylenedicarboxylate). Run in ClC1=CC=CC=C1 (chlorobenzene). Yields the product C1(=CC(=CC=C1)C1=NSC(=C1C(=O)OC)C(=O)OC)C (Dimethyl 3-(m-Tolyl)-4,5-Isothiazoledicarboxylate). Isolated yield 52.2%. RXN SMILES: [C:1]1([CH3:13])[CH:6]=[CH:5][CH:4]=[C:3]([C:7]2OC(=O)[S:9][N:8]=2)[CH:2]=1.[C:14]([C:20]([O:22][CH3:23])=[O:21])#[C:15][C:16]([O:18][CH3:19])=[O:17]>ClC1C=CC=CC=1>[C:1]1([CH3:13])[CH:6]=[CH:5][CH:4]=[C:3]([C:7]2[C:15]([C:16]([O:18][CH3:19])=[O:17])=[C:14]([C:20]([O:22][CH3:23])=[O:21])[S:9][N:8]=2)[CH:2]=1. Procedure details: 5-m-Tolyl-1,3,4-oxathiazol-2-one (19.32 g, 0.1 mol) and dimethyl acetylenedicarboxylate (28.42 g, 0.2 mol) were heated at reflux in 60 ml of chlorobenzene as given above. After the initial crystallization from cold methanol, three recrystallizations from diethyl ether/petroleum ether gave 15.18 g (0.0522 mol, 52.2%) of white solid, m.p. 53°-54.5°.